Dataset: the Open Reaction Database (ORD), a public repository of structured organic reaction records. Task: describe an organic reaction: reactants, conditions, products, and yield The reactants are COC(=O)C(NC(=O)c1ccc(Cl)cc1NS(=O)(=O)c1cccc2nsnc12)C(c1ccc(Cl)cc1)c1ccc(Cl)cc1, COC(=O)C(N)C(c1ccc(Cl)cc1)c1ccc(Cl)cc1, O=C(O)c1ccc(Cl)cc1NS(=O)(=O)c1cccc2nsnc12. The product is O=C(NC(C(=O)O)C(c1ccc(Cl)cc1)c1ccc(Cl)cc1)c1ccc(Cl)cc1NS(=O)(=O)c1cccc2nsnc12. As a reaction SMILES: [CH3:1][O:2][C:3]([CH:4]([CH:5]([c:6]1[cH:7][cH:8][c:9]([Cl:12])[cH:10][cH:11]1)[c:13]1[cH:14][cH:15][c:16]([Cl:19])[cH:17][cH:18]1)[NH:20][C:21]([c:22]1[c:23]([NH:29][S:30](=[O:31])(=[O:32])[c:33]2[cH:34][cH:35][cH:36][c:37]3[c:38]2[n:39][s:40][n:41]3)[cH:24][c:25]([Cl:28])[cH:26][cH:27]1)=[O:42])=[O:43].[CH3:67][O:68][C:69](=[O:70])[CH:71]([NH2:72])[CH:73]([c:74]1[cH:75][cH:76][c:77]([Cl:78])[cH:79][cH:80]1)[c:81]1[cH:82][cH:83][c:84]([Cl:85])[cH:86][cH:87]1.[n:44]1[s:45][n:46][c:47]2[c:48]([S:49]([NH:50][c:51]3[cH:52][c:53]([Cl:54])[cH:55][cH:56][c:57]3[C:58]([OH:59])=[O:60])(=[O:61])=[O:62])[cH:63][cH:64][cH:65][c:66]12>>[O:2]=[C:3]([CH:4]([CH:5]([c:6]1[cH:7][cH:8][c:9]([Cl:12])[cH:10][cH:11]1)[c:13]1[cH:14][cH:15][c:16]([Cl:19])[cH:17][cH:18]1)[NH:20][C:21]([c:22]1[c:23]([NH:29][S:30](=[O:31])(=[O:32])[c:33]2[cH:34][cH:35][cH:36][c:37]3[c:38]2[n:39][s:40][n:41]3)[cH:24][c:25]([Cl:28])[cH:26][cH:27]1)=[O:42])[OH:43]. The reactants are C(C)(C)(C)OC(=O)N1[C@@H](C[C@@H](C1)CNC(C1=CC(=CC=C1)C(=O)OC)=O)C(=O)N1CSCC1 ((2S, 4R)-4-[(3-Methoxycarbonyl-benzoylamino)-methyl]-2-(thiazolidine-3-carbonyl)-pyrrolidine-1-carboxylic acid tert-butyl ester), [OH-].[Na+] (NaOH), Cl (HCl). The solvent is O1CCCC1 (tetrahydrofuran), C(C)O (ethanol). Reaction conditions: time 16 hour. The product is S1CN(CC1)C(=O)[C@@H]1C[C@@H](CN1)CNC(C=1C=C(C(=O)O)C=CC1)=O ((3S, 5S)-N-[5-(Thiazolidine-3-carbonyl)-pyrrolidin-3-ylmethyl]-isophthalamic acid). Reaction SMILES: C(OC([N:8]1[CH2:12][C@@H:11]([CH2:13][NH:14][C:15](=[O:26])[C:16]2[CH:21]=[CH:20][CH:19]=[C:18]([C:22]([O:24]C)=[O:23])[CH:17]=2)[CH2:10][C@H:9]1[C:27]([N:29]1[CH2:33][CH2:32][S:31][CH2:30]1)=[O:28])=O)(C)(C)C.[OH-].[Na+].Cl>O1CCCC1.C(O)C>[S:31]1[CH2:32][CH2:33][N:29]([C:27]([C@H:9]2[NH:8][CH2:12][C@@H:11]([CH2:13][NH:14][C:15](=[O:26])[C:16]3[CH:17]=[C:18]([CH:19]=[CH:20][CH:21]=3)[C:22]([OH:24])=[O:23])[CH2:10]2)=[O:28])[CH2:30]1 |f:1.2|. Procedure: To a solution of Example 18A (100 mg) in tetrahydrofuran (0.5 mL) and ethanol (0.5 mL) was added 2 M NaOH (1 mL) and the resulting mixture was stirred at room temperature for 16 hours. The mixture was adjusted to a pH 2-3 by the addition of 1 M HCl, extracted with ethyl acetate (3×15 mL) and the combined organic layers washed with brine (15 mL), dried (Na2SO4), filtered and concentrated to provide a white solid which was processed as described in Example 18 to provide the titled compound as a pa... Starting materials: C1(CCC1)CNC(=O)C1=CC=2N(C3=CC=CC=C3SC2C=C1)C(CN1CCCC1)C (N-cyclobutylmethyl-10-[1-(1-pyrrolidinyl)-2-propyl]-2-phenothiazinecarboxamide), C(\C=C\C(=O)O)(=O)O (fumaric acid). The solvent is C(C)(C)OC(C)C (isopropyl ether), CC(=O)C (acetone), CC(C)O (2-propanol). Run at temperature 20 celsius, time 1 hour. Product: C(\C=C\C(=O)O)(=O)O.C1(CCC1)CNC(=O)C1=CC=2N(C3=CC=CC=C3SC2C=C1)C(CN1CCCC1)C (N-Cyclobutylmethyl-10-[1-(1-pyrrolidinyl)-2-propyl]-2-phenothiazinecarboxamide fumarate). RXN SMILES: [CH:1]1([CH2:5][NH:6][C:7]([C:9]2[CH:22]=[CH:21][C:20]3[S:19][C:18]4[C:13](=[CH:14][CH:15]=[CH:16][CH:17]=4)[N:12]([CH:23]([CH3:30])[CH2:24][N:25]4[CH2:29][CH2:28][CH2:27][CH2:26]4)[C:11]=3[CH:10]=2)=[O:8])[CH2:4][CH2:3][CH2:2]1.[C:31]([OH:38])(=[O:37])/[CH:32]=[CH:33]/[C:34]([OH:36])=[O:35]>CC(O)C.C(OC(C)C)(C)C.CC(C)=O>[C:31]([OH:38])(=[O:37])/[CH:32]=[CH:33]/[C:34]([OH:36])=[O:35].[CH:1]1([CH2:5][NH:6][C:7]([C:9]2[CH:22]=[CH:21][C:20]3[S:19][C:18]4[C:13](=[CH:14][CH:15]=[CH:16][CH:17]=4)[N:12]([CH:23]([CH3:30])[CH2:24][N:25]4[CH2:26][CH2:27][CH2:28][CH2:29]4)[C:11]=3[CH:10]=2)=[O:8])[CH2:4][CH2:3][CH2:2]1 |f:5.6|. Procedure details: A boiling solution of N-cyclobutylmethyl-10-[1-(1-pyrrolidinyl)-2-propyl]-2-phenothiazinecarboxamide, L series (1.7 g) in 2-propanol (17 cc) containing fumaric acid (0.47 g) is allowed to cool. The mixture is concentrated under reduced pressure (30 mm Hg; 4 kPa) at 40° C. to give a residue which is taken up in isopropyl ether (100 cc). The mixture is stirred for 1 hour at 20° C. The suspension obtained is filtered and the solid is washed with isopropyl ether (2×5 cc) and dried under reduced pres... Starting materials: C(=O)C=1N=C(SC1)C1CCN(CC1)C(CN1N=C(C=C1C)C(F)(F)F)=O (4-(4-formyl-2-thiazolyl)-1-[[5-methyl-3-(trifluoromethyl)-1H-pyrazol-1-yl]acetyl]piperidine), C(=O)C=1N=C(SC1)C1CCN(CC1)C(CN1N=C(C=C1C)C(F)(F)F)=O (4-(4-formyl-2-thiazolyl)-1-[[5-methyl-3-(trifluoromethyl)-1H-pyrazol-1-yl]acetyl]piperidine), NO (hydroxylamine). Run in C(C)O (ethyl alcohol). Conditions: time 10 minute. Yields the product ON=CC=1N=C(SC1)C1CCN(CC1)C(CN1N=C(C=C1C)C(F)(F)F)=O (4-[4-[(hydroxyimino)methyl]-2-thiazolyl]-1-[[5-methyl-3-(trifluoromethyl)-1H-pyrazol-1-yl]acetyl]piperidine). RXN SMILES: [CH:1]([C:3]1[N:4]=[C:5]([CH:8]2[CH2:13][CH2:12][N:11]([C:14](=[O:26])[CH2:15][N:16]3[C:20]([CH3:21])=[CH:19][C:18]([C:22]([F:25])([F:24])[F:23])=[N:17]3)[CH2:10][CH2:9]2)[S:6][CH:7]=1)=O.[NH2:27][OH:28]>C(O)C>[OH:28][N:27]=[CH:1][C:3]1[N:4]=[C:5]([CH:8]2[CH2:13][CH2:12][N:11]([C:14](=[O:26])[CH2:15][N:16]3[C:20]([CH3:21])=[CH:19][C:18]([C:22]([F:25])([F:24])[F:23])=[N:17]3)[CH2:10][CH2:9]2)[S:6][CH:7]=1. Procedure details: To a solution of 4-(4-formyl-2-thiazolyl)-1-[[5-methyl-3-(trifluoromethyl)-1H-pyrazol-1-yl]acetyl]piperidine (i.e. the product of Example 2, Step B) (0.8 g, 2.07 mmol) in ethyl alcohol (15 mL) was added hydroxylamine (50% aqueous solution, 0.136 g, 4.1 mmol), and the reaction mixture was stirred at room temperature for 10 minutes. The reaction mixture was concentrated under reduced pressure to give a yellow oil, which was purified by flash column chromatography on silica gel using 50% ethyl acet... The reactants are O1C(CCCC1)ON[C@H]([C@H](C(=O)O)CC(C)C)CCC ((2R,3S)-3-(2-tetrahydropyranyloxyamino)-2-(2-methyl-1-propyl)hexanoic acid), C(C)(=O)OC=O (formic acetic anhydride). The solvent is N1=CC=CC=C1 (pyridine). Conditions: temperature 25 celsius, time 6 hour. The product is C(=O)N([C@H]([C@H](C(=O)O)CC(C)C)CCC)OC1OCCCC1 ((2R,3S)-3-(formyl-2-tetrahydropyranyloxyamino)-2-(2-methyl-1-propyl)hexanoic acid). Isolated yield 100.0%. As a reaction SMILES: [O:1]1[CH2:6][CH2:5][CH2:4][CH2:3][CH:2]1[O:7][NH:8][C@@H:9]([CH2:18][CH2:19][CH3:20])[C@@H:10]([CH2:14][CH:15]([CH3:17])[CH3:16])[C:11]([OH:13])=[O:12].[C:21](OC=O)(=[O:23])C>N1C=CC=CC=1>[CH:21]([N:8]([O:7][CH:2]1[CH2:3][CH2:4][CH2:5][CH2:6][O:1]1)[C@@H:9]([CH2:18][CH2:19][CH3:20])[C@@H:10]([CH2:14][CH:15]([CH3:16])[CH3:17])[C:11]([OH:13])=[O:12])=[O:23]. Procedure: A solution of (2R,3S)-3-(2-tetrahydropyranyloxyamino)-2-(2-methyl-1-propyl)hexanoic acid (7.90 g, 27.5 mmol) in 100 mL of anhydrous pyridine is cooled to 0° C. and treated with formic acetic anhydride (4.0 mL, 46 mmol). The reaction mixture is allowed to warm to 25° C., stirred for 6 h, and then concentrated to dryness under reduced pressure. The resulting gum is dissolved in 150 mL of EtOAc and washed successively with two 50-mL portions of 1 M aqueous sodium bisulfate and two 50-mL portions of... Starting materials: ClCI (chloroiodomethane), C1(CC1)C=1C(=CC(=C(C(=O)OC(C)(C)C)C1)F)OCC1(CCC(CC1)=C)C (tert-butyl 5-cyclopropyl-2-fluoro-4-((1-methyl-4-methylenecyclohexyl)methoxy)benzoate), C(C)[Zn]CC (diethylzinc). Solvent: ClCCCl (1,2-dichloroethane). Reaction conditions: temperature 0 celsius, time 2 hour. Yields the product C(C)(C)(C)OC(C1=C(C=C(C(=C1)C1CC1)OCC1(CCC2(CC2)CC1)C)F)=O (tert-butyl-5-cyclopropyl-2-fluoro-4-((6-methylspiro[2.5]octan-6-yl)methoxy)benzoate). The yield is 92.8%. Reaction SMILES: [CH:1]1([C:4]2[C:5]([O:18][CH2:19][C:20]3([CH3:27])[CH2:25][CH2:24][C:23](=[CH2:26])[CH2:22][CH2:21]3)=[CH:6][C:7]([F:17])=[C:8]([CH:16]=2)[C:9]([O:11][C:12]([CH3:15])([CH3:14])[CH3:13])=[O:10])[CH2:3][CH2:2]1.Cl[CH2:29]I.C([Zn]CC)C>ClCCCl>[C:12]([O:11][C:9](=[O:10])[C:8]1[CH:16]=[C:4]([CH:1]2[CH2:3][CH2:2]2)[C:5]([O:18][CH2:19][C:20]2([CH3:27])[CH2:25][CH2:24][C:23]3([CH2:29][CH2:26]3)[CH2:22][CH2:21]2)=[CH:6][C:7]=1[F:17])([CH3:14])([CH3:13])[CH3:15]. Procedure: To a cooled (0° C.) solution of tert-butyl 5-cyclopropyl-2-fluoro-4-((1-methyl-4-methylenecyclohexyl)methoxy)benzoate (0.30 g, 0.804 mmol) in 1,2-dichloroethane (2 mL), was added chloroiodomethane (0.21 mL, 2.65 mmol), followed by diethylzinc (1M solution in hexanes, 1.33 mL, 1.33 mmol). The reaction mixture was stirred at 0° C. for 2 hours and then quenched with 1N aqueous hydrochloric acid solution. The aqueous layer was separated and extracted with dichloromethane (3×30 mL). The combined orga... Starting materials: CC1=C(CSC2CC(NCCC2)=O)C(=CC(=C1)C)C (4-(R/S)-(2,4,6-trimethyl-benzyl-sulfanyl)-azepan-2-one), LiAlH3, [NH4+].[Cl-] (NH4Cl). The solvent is C1CCOC1 (THF). The product is CC1=C(CSC2CCNCCC2)C(=CC(=C1)C)C (4-(R/S)-(2,4,6-Trimethyl-benzyl-sulfanyl)-azepane). Reaction SMILES: [CH3:1][C:2]1[CH:17]=[C:16]([CH3:18])[CH:15]=[C:14]([CH3:19])[C:3]=1[CH2:4][S:5][CH:6]1[CH2:12][CH2:11][CH2:10][NH:9][C:8](=O)[CH2:7]1.[NH4+].[Cl-]>C1COCC1>[CH3:1][C:2]1[CH:17]=[C:16]([CH3:18])[CH:15]=[C:14]([CH3:19])[C:3]=1[CH2:4][S:5][CH:6]1[CH2:12][CH2:11][CH2:10][NH:9][CH2:8][CH2:7]1 |f:1.2|. Procedure details: 3.3 g of 4-(R/S)-(2,4,6-trimethyl-benzyl-sulfanyl)-azepan-2-one are added to a mixture of 15 ml of a 1M-solution of LiAlH3 and 50 ml THF are added. The mixture obtained is heated for 1 hour at 80°, poured into 200 ml of a 20% aqueous NH4Cl-solution and the mixture obtained is extracted with EtAc. The organic phase obtained is dried and solvent is evaporated. 4-(R/S)-(2,4,6-Trimethyl-benzyl-sulfanyl)-azepane is obtained. Reactants: C(C)(=O)OC(C(Cl)(Cl)Cl)OC=1C=C(C=CC1)C (1(3-tolyloxy)-2,2,2-trichloroethyl acetate). The reagents and catalysts are [Zn] (zinc). Solvent: C(C)(=O)O (acetic acid). Yields the product ClC(=COC=1C=C(C=CC1)C)Cl (3-tolyl 2,2-dichlorovinyl ether). As a reaction SMILES: C(O[CH:5]([O:10][C:11]1[CH:12]=[C:13]([CH3:17])[CH:14]=[CH:15][CH:16]=1)[C:6](Cl)([Cl:8])[Cl:7])(=O)C>C(O)(=O)C.[Zn]>[Cl:7][C:6]([Cl:8])=[CH:5][O:10][C:11]1[CH:12]=[C:13]([CH3:17])[CH:14]=[CH:15][CH:16]=1. Procedure: By a metallic reductive dehydrohalogenation method. 1(3-tolyloxy)-2,2,2-trichloroethyl acetate (14.2 g) was dissolved in glacial acetic acid (40 ml) and zinc dust (3.6 g) was slowly added to the solution with stirring at the ambient temperature. The temperature rose to 60° C in response to the exothermic reaction which occurred, after which the mixture was heated at 50°-60° C for 4 hours. The mixture was filtered and the filtrate poured in an excess of water and extracted with chloroform. The ex... Reactants: C(#N)C=1C=C(C=CC1)S(=O)(=O)N1[C@H](CN(C[C@H]1C)CC1=CC=CC=C1)C (cis-1-(3-Cyanobenzenesulphonyl)-2,6-dimethyl-4-phenylmethylpiperazine), ClC(=O)OC(C)Cl (1-chloroethyl chloroformate). Run in ClCCCl (1,2-dichloroethane). Conditions: temperature 80 celsius. The product is C(#N)C=1C=C(C=CC1)S(=O)(=O)N1[C@H](CNC[C@H]1C)C (cis-1-(3-Cyanobenzenesulphonyl)-2,6-dimethylpiperazine). RXN SMILES: [C:1]([C:3]1[CH:4]=[C:5]([S:9]([N:12]2[C@H:17]([CH3:18])[CH2:16][N:15](CC3C=CC=CC=3)[CH2:14][C@@H:13]2[CH3:26])(=[O:11])=[O:10])[CH:6]=[CH:7][CH:8]=1)#[N:2].ClC(OC(Cl)C)=O>ClCCCl>[C:1]([C:3]1[CH:4]=[C:5]([S:9]([N:12]2[C@H:17]([CH3:18])[CH2:16][NH:15][CH2:14][C@@H:13]2[CH3:26])(=[O:10])=[O:11])[CH:6]=[CH:7][CH:8]=1)#[N:2]. Procedure details: A solution of the product from step (i) (1 g) in 1,2-dichloroethane (10 ml) was treated with 1-chloroethyl chloroformate (0.44 ml). The mixture was heated at 80° C. for 16 h. The solvents were then evaporated under reduced pressure and the residue dissolved in methanol (50 ml). The mixture then heated at 50° C. for 1 h. The solvents were then evaporated under reduced pressure. Purification was by trituration with ethyl acetate and filtration to give the subtitle compound as a white solid. Yield:...